The task is: describe an organic reaction: reactants, conditions, products, and yield. This data is from the Open Reaction Database (ORD), a public repository of structured organic reaction records. Reactants: [N+](=O)([O-])C=1C=NC=CC1 (3-Nitropyridine), ClCC(=O)OC (methyl chloroacetate), CC(C)(C)[O-].[K+] (KOtBu). Run in C1CCOC1 (THF), C1CCOC1 (THF). Conditions: time 1 hour. Yields the product [N+](=O)([O-])C=1C=NC=CC1CC(=O)OC (Methyl 2-(3-nitropyridin-4-yl)acetate). Yield: 49.8%. As a reaction SMILES: [N+:1]([C:4]1[CH:5]=[N:6][CH:7]=[CH:8][CH:9]=1)([O-:3])=[O:2].Cl[CH2:11][C:12]([O:14][CH3:15])=[O:13].CC([O-])(C)C.[K+]>C1COCC1>[N+:1]([C:4]1[CH:5]=[N:6][CH:7]=[CH:8][C:9]=1[CH2:11][C:12]([O:14][CH3:15])=[O:13])([O-:3])=[O:2] |f:2.3|. Procedure details: 3-Nitropyridine (5.00 g, 40.3 mmol) and methyl chloroacetate (7.30 g, 67.3 mmol) were dissolved in THF (50 mL) and added drop-wise to a slurry of KOtBu (18.1 g, 161 mmol) in THF (50 mL) at 0° C. The reaction mixture was stirred at RT for 1 h, cooled to 0° C. and quenched with sat aq NH4Cl (100 mL). The THF was removed in vacuo and the reaction mixture was diluted with DCM (75 mL). The aq fraction was extracted with DCM (3×40 mL) and the combined organic fractions were washed with brine (100 mL),...